From a dataset of the Open Reaction Database (ORD), a public repository of structured organic reaction records. describe an organic reaction: reactants, conditions, products, and yield Starting materials: C(C(O)CC(=O)O)(=O)O (malic acid), C(CCCCCC)OC=1C=NC(=NC1)C1=C(C=C(C=C1)O)F (5-heptyloxy-2-(4-hydroxy-2-fluorophenyl)pyrimidine), C(CCCCCC)OC=1C=NC(=NC1)C1=C(C=C(C=C1)OCC(CCOCCC)O)F (5-heptyloxy-2-(4-(2-hydroxy-5-oxaoctyloxy)-2-fluorophenyl)pyrimidine), CCN(CC)S(F)(F)F (DAST), O1CC1CCOCCC (1,2-epoxy-5-oxaoctane). The solvent is C([O-])([O-])=O.[K+].[K+] (potassium carbonate), C(C)C(=O)C (methyl ethyl ketone), C(Cl)Cl (methylene chloride). Conditions: time 12 hour. Yields the product C(CCCCCC)OC=1C=NC(=NC1)C1=C(C=C(C=C1)OCC(CCOCCC)F)F (5-heptyloxy-2-(4-(2-fluoro-5-oxaoctyloxy)-2-fluorophenyl)pyrimidine). As a reaction SMILES: [CH2:1]([O:8][C:9]1[CH:10]=[N:11][C:12]([C:15]2[CH:20]=[CH:19][C:18]([O:21][CH2:22][CH:23](O)[CH2:24][CH2:25][O:26][CH2:27][CH2:28][CH3:29])=[CH:17][C:16]=2[F:31])=[N:13][CH:14]=1)[CH2:2][CH2:3][CH2:4][CH2:5][CH2:6][CH3:7].O1C(CCOCCC)C1.C(O)(=O)C(CC(O)=O)O.C(OC1C=NC(C2C=CC(O)=CC=2[F:71])=NC=1)CCCCCC.CCN(S(F)(F)F)CC>C(=O)([O-])[O-].[K+].[K+].C(C(C)=O)C.C(Cl)Cl>[CH2:1]([O:8][C:9]1[CH:10]=[N:11][C:12]([C:15]2[CH:20]=[CH:19][C:18]([O:21][CH2:22][CH:23]([F:71])[CH2:24][CH2:25][O:26][CH2:27][CH2:28][CH3:29])=[CH:17][C:16]=2[F:31])=[N:13][CH:14]=1)[CH2:2][CH2:3][CH2:4][CH2:5][CH2:6][CH3:7] |f:5.6.7|. Procedure details: A solution of 0.1 mol of 5-heptyloxy-2-(4-(2-hydroxy-5-oxaoctyloxy)-2-fluorophenyl)pyrimidine (prepared by heating optically active 1,2-epoxy-5-oxaoctane, obtainable from malic acid, with 5-heptyloxy-2-(4-hydroxy-2-fluorophenyl)pyrimidine in the presence of dry potassium carbonate and methyl ethyl ketone as solvent) in methylene chloride is cooled to -40° C. and 0.11 mol of DAST is added to it dropwise with moisture being excluded. The reaction mixture is then stirred for 12 hours while heating ... The reactants are CC=1C=C(C=CC1C)Cl (3,4-dimethyl-chlorobenzene), C1(=CC=CC=C1)B(O)O (phenylboronic acid), C(=O)([O-])[O-].[K+].[K+] (K2CO3). Reagents/catalysts: CC(=O)[O-].CC(=O)[O-].[Pd+2] (Pd(OAc)2), C1(CCCCC1)P(C1=C(C=CC=C1)C1=C(C(=CC=C1OC)S(=O)(=O)[O-])OC)C1CCCCC1.[Na+] (sodium 2-dicyclohexylphosphino-2′,6′-dimethoxybiphenyl-3′-sulfonate). Solvent: O (water). Yields the product CC=1C=C(C=CC1C)C1=CC=CC=C1 (3,4-dimethyl-biphenyl). Isolated yield 82.8%. RXN SMILES: [CH3:1][C:2]1[CH:3]=[C:4](Cl)[CH:5]=[CH:6][C:7]=1[CH3:8].[C:10]1(B(O)O)[CH:15]=[CH:14][CH:13]=[CH:12][CH:11]=1.C([O-])([O-])=O.[K+].[K+]>CC([O-])=O.CC([O-])=O.[Pd+2].C1(P(C2CCCCC2)C2C=CC=CC=2C2C(OC)=CC=C(S([O-])(=O)=O)C=2OC)CCCCC1.[Na+].O>[CH3:1][C:2]1[CH:3]=[C:4]([C:10]2[CH:15]=[CH:14][CH:13]=[CH:12][CH:11]=2)[CH:5]=[CH:6][C:7]=1[CH3:8] |f:2.3.4,5.6.7,8.9|. Procedure: The general procedure described in Example 3 was used with 3,4-dimethyl-chlorobenzene (0.140 mL, 1.00 mmol), phenylboronic acid (157 mg, 1.20 mmol), Pd(OAc)2 (4.5 mg, 0.020 mmol, 2 mol %), sodium 2-dicyclohexylphosphino-2′,6′-dimethoxybiphenyl-3′-sulfonate (20.0 mg, 0.040 mmol, 4 mol %), K2CO3 (276 mg, 2.00 mmol), water (1.0 mL), 10 h, room temperature. The product was isolated as a colorless oil (151 mg, 99%). 1H NMR (400 MHz, CDCl3) δ: 7.82 (d, 2H, J=7.6 Hz), 6.81-7.55 (m, 6H), 2.24 (s, 6H). Starting materials: [Al+3], C1CCOC1, CCOC(=O)NC1CCc2ccc(OCCNS(=O)(=O)c3cn(C)cn3)cc2C1Cc1ccc(Cl)c(Cl)c1, [H-], [H-], [H-], [H-], [Li+], [Na+], [OH-]. Product: Cn1cnc(S(=O)(=O)NCCOc2ccc3c(c2)C(Cc2ccc(Cl)c(Cl)c2)C(NC=O)CC3)c1. Reaction SMILES: [Al+3:40].[CH2:47]1[O:48][CH2:49][CH2:50][CH2:51]1.[Cl:1][c:2]1[cH:3][c:4]([CH2:5][CH:6]2[CH:7]([NH:29][C:30]([O:31][CH2:33][CH3:34])=[O:32])[CH2:8][CH2:9][c:10]3[cH:11][cH:12][c:13]([O:16][CH2:17][CH2:18][NH:19][S:20](=[O:21])(=[O:22])[c:23]4[n:24][cH:25][n:26]([CH3:28])[cH:27]4)[cH:14][c:15]32)[cH:35][cH:36][c:37]1[Cl:38].[H-:39].[H-:42].[H-:43].[H-:44].[Li+:41].[Na+:46].[OH-:45]>>[Cl:1][c:2]1[cH:3][c:4]([CH2:5][CH:6]2[CH:7]([NH:29][CH:30]=[O:31])[CH2:8][CH2:9][c:10]3[cH:11][cH:12][c:13]([O:16][CH2:17][CH2:18][NH:19][S:20](=[O:21])(=[O:22])[c:23]4[n:24][cH:25][n:26]([CH3:28])[cH:27]4)[cH:14][c:15]32)[cH:35][cH:36][c:37]1[Cl:38].